The task is: describe an organic reaction: reactants, conditions, products, and yield. This data is from the Open Reaction Database (ORD), a public repository of structured organic reaction records. Starting materials: CC(C)(C)OC(=O)N1CCN(c2c(C=O)c3ccccc3n2-c2ccc(-c3ccncc3)cc2)CC1, ClCCl, O=C(O)C(F)(F)F. The product is O=Cc1c(N2CCNCC2)n(-c2ccc(-c3ccncc3)cc2)c2ccccc12. As a reaction SMILES: [C:1]([O:2][C:3](=[O:4])[N:8]1[CH2:9][CH2:10][N:11]([c:14]2[n:15](-[c:25]3[cH:26][cH:27][c:28](-[c:31]4[cH:32][cH:33][n:34][cH:35][cH:36]4)[cH:29][cH:30]3)[c:16]3[cH:17][cH:18][cH:19][cH:20][c:21]3[c:22]2[CH:23]=[O:24])[CH2:12][CH2:13]1)([CH3:5])([CH3:6])[CH3:7].[Cl:44][CH2:45][Cl:46].[OH:37][C:38]([C:39]([F:40])([F:41])[F:42])=[O:43]>>[NH:8]1[CH2:9][CH2:10][N:11]([c:14]2[n:15](-[c:25]3[cH:26][cH:27][c:28](-[c:31]4[cH:32][cH:33][n:34][cH:35][cH:36]4)[cH:29][cH:30]3)[c:16]3[cH:17][cH:18][cH:19][cH:20][c:21]3[c:22]2[CH:23]=[O:24])[CH2:12][CH2:13]1. Starting materials: FC=1C=CC2=C(C(=CO2)CO)C1 (5-fluorobenzofuran-3-ylmethanol), S(=O)(Cl)Cl (thionyl chloride). The reagents and catalysts are CN(C=O)C (dimethylformamide). Run in C(Cl)Cl (methylene chloride). Reaction conditions: time 16 hour. Product: ClCC1=COC2=C1C=C(C=C2)F (3-chloromethyl-5-fluorobenzofuran). As a reaction SMILES: [F:1][C:2]1[CH:3]=[CH:4][C:5]2[O:9][CH:8]=[C:7]([CH2:10]O)[C:6]=2[CH:12]=1.S(Cl)([Cl:15])=O>C(Cl)Cl.CN(C)C=O>[Cl:15][CH2:10][C:7]1[C:6]2[CH:12]=[C:2]([F:1])[CH:3]=[CH:4][C:5]=2[O:9][CH:8]=1. Procedure details: A solution of 5-fluorobenzofuran-3-ylmethanol (14 g) in methylene chloride (250 mL) was treated successively with 5 drops of dimethylformamide and thionyl chloride (28 mL). After stirring for 16 h at room temperature the reaction was concentrated in vacuo giving 3-chloromethyl-5-fluorobenzofuran as an oil (19.4 g). The reactants are C[O-].[Na+] (sodium methanolate), C[O-].[Na+] (sodium methanolate), CNC1=NC(=NC(=N1)C(Cl)(Cl)Cl)C(F)(F)F (2-methylamino-4-trichloromethyl-6-trifluoromethyl-1,3,5-triazine). Solvent: CO (methanol), CO (methanol), CO (methanol), O (water), Cl (hydrochloric acid). Procedure: 21.8 g of a 30% strength solution of sodium methanolate in methanol (0.12 mol of sodium methanolate) were added dropwise to a solution of 119.4 g (0.40 mol) of 2-methylamino-4-trichloromethyl-6-trifluoromethyl-1,3,5-triazine in 400 ml of methanol. The resulting yellow mixture was then refluxed for 1 hour during which it gradually became cloudy. After addition of a further 7.2 g of the 30% strength solution of sodium methanolate in methanol (0.04 mol of sodium methanolate), the mixture was reflux... The product is COC1=NC(=NC(=N1)NC)C(F)(F)F (2-Methoxy-4-methylamino-6-trifluoromethyl-1,3,5-triazine). RXN SMILES: [CH3:1][O-:2].[Na+].[CH3:4][NH:5][C:6]1[N:11]=[C:10](C(Cl)(Cl)Cl)[N:9]=[C:8]([C:16]([F:19])([F:18])[F:17])[N:7]=1>CO.O.Cl>[CH3:1][O:2][C:10]1[N:11]=[C:6]([NH:5][CH3:4])[N:7]=[C:8]([C:16]([F:19])([F:18])[F:17])[N:9]=1 |f:0.1|. The reactants are COC=1C=C(C=CC1OC)CC(C)O (1-(3,4-dimethoxyphenyl)-2-propanol), C1(=CC=C(C=C1)S(=O)(=O)Cl)C (p-toluenesulfonyl chloride), C(C1=CC=CC=C1)N (benzylamine). Product: C(C1=CC=CC=C1)NC(C)CC1=CC(=C(C=C1)OC)OC (N-benzyl-3,4-dimethoxyamphetamine). As a reaction SMILES: [CH3:1][O:2][C:3]1[CH:4]=[C:5]([CH2:11][CH:12](O)[CH3:13])[CH:6]=[CH:7][C:8]=1[O:9][CH3:10].C1(C)C=CC(S(Cl)(=O)=O)=CC=1.[CH2:26]([NH2:33])[C:27]1[CH:32]=[CH:31][CH:30]=[CH:29][CH:28]=1>>[CH2:26]([NH:33][CH:12]([CH2:11][C:5]1[CH:6]=[CH:7][C:8]([O:9][CH3:10])=[C:3]([O:2][CH3:1])[CH:4]=1)[CH3:13])[C:27]1[CH:32]=[CH:31][CH:30]=[CH:29][CH:28]=1. Reported procedure: The 1-(3,4-dimethoxyphenyl)-2-propanol obtained above was subjected to sulfonylation by p-toluenesulfonyl chloride and reacted with benzylamine to give N-benzyl-3,4-dimethoxyamphetamine. The resultant compound was converted into 3,4-dimethoxyamphetamine by hydrogenation decomposition under hydrogen atmosphere with 5% Pd-C. The reactants are CCOC(=O)c1cn(C)c2sc(CN3CCOCC3)cc2c1=O, Cc1ccccc1, NCc1ccc(F)cc1. Product: Cn1cc(C(=O)NCc2ccc(F)cc2)c(=O)c2cc(CN3CCOCC3)sc21. RXN SMILES: [CH3:1][n:2]1[c:3]2[c:4]([c:5](=[O:13])[c:6]([C:8](=[O:9])[O:10][CH2:11][CH3:12])[cH:7]1)[cH:14][c:15]([CH2:17][N:18]1[CH2:19][CH2:20][O:21][CH2:22][CH2:23]1)[s:16]2.[CH3:33][c:34]1[cH:35][cH:36][cH:37][cH:38][cH:39]1.[F:24][c:25]1[cH:26][cH:27][c:28]([CH2:29][NH2:30])[cH:31][cH:32]1>>[CH3:1][n:2]1[c:3]2[c:4]([c:5](=[O:13])[c:6]([C:8](=[O:9])[NH:30][CH2:29][c:28]3[cH:27][cH:26][c:25]([F:24])[cH:32][cH:31]3)[cH:7]1)[cH:14][c:15]([CH2:17][N:18]1[CH2:19][CH2:20][O:21][CH2:22][CH2:23]1)[s:16]2. Reactants: Cl.O1CCOCC1 (HCl dioxane), CC1=C(CNC(=O)[C@H]2N(CSC2(C)C)C([C@H]([C@H](CC2=CC=CC=C2)NC([C@@H](NC(=O)OC(C)(C)C)CC(N)=O)=O)O)=O)C=CC=C1 ((R)-N-(2-methylbenzyl)-3-{(2S,3S)-3-[N-(tert-butoxycarbonyl)-L-asparaginyl]amino-2-hydroxy-4-phenylbutanoyl}-5,5-dimethyl-1,3-thiazolidine-4-carboxamide). Run at time 2 hour. The product is CC1=C(CNC(=O)[C@H]2N(CSC2(C)C)C([C@H]([C@H](CC2=CC=CC=C2)NC([C@@H](NC(=O)C=2OC3=C(C2)C=CC=C3)CC(N)=O)=O)O)=O)C=CC=C1 ((R)-N-(2-methylbenzyl)-3-{(2S,3S)-3-[N-(2-benzofurancarbonyl)-L-asparaginyl]amino-2-hydroxy-4-phenylbutanoyl}-5,5-dimethyl-1,3-thiazolidine-4-carboxamide). Reaction SMILES: Cl.[O:2]1[CH2:7][CH2:6][O:5][CH2:4][CH2:3]1.[CH3:8][C:9]1[CH:53]=[CH:52][CH:51]=[CH:50][C:10]=1[CH2:11][NH:12][C:13]([C@@H:15]1[C:19]([CH3:21])([CH3:20])[S:18][CH2:17][N:16]1[C:22](=[O:49])[C@@H:23]([OH:48])[C@@H:24]([NH:32][C:33](=[O:47])[C@H:34]([CH2:43][C:44](=[O:46])[NH2:45])[NH:35]C(OC(C)(C)C)=O)[CH2:25][C:26]1[CH:31]=[CH:30][CH:29]=[CH:28][CH:27]=1)=[O:14]>>[CH3:8][C:9]1[CH:53]=[CH:52][CH:51]=[CH:50][C:10]=1[CH2:11][NH:12][C:13]([C@@H:15]1[C:19]([CH3:20])([CH3:21])[S:18][CH2:17][N:16]1[C:22](=[O:49])[C@@H:23]([OH:48])[C@@H:24]([NH:32][C:33](=[O:47])[C@H:34]([CH2:43][C:44](=[O:46])[NH2:45])[NH:35][C:7]([C:6]1[O:5][C:4]2[CH:3]=[CH:52][CH:53]=[CH:9][C:10]=2[CH:11]=1)=[O:2])[CH2:25][C:26]1[CH:27]=[CH:28][CH:29]=[CH:30][CH:31]=1)=[O:14] |f:0.1|. Procedure: 4N HCl/dioxane (2 ml) was added to Boc-Asn-Apns-Dmt-NHBzl(2-Me) (197 mg) obtained in the step 1 of Example 6 and the mixture was stirred for two hours. After concentration, the reaction mixture was dissolved in DMF (3 ml) and neutralized with Et3N (0.042 ml). 2-benzofurancarboxylic acid (54 mg), HOBt (45 mg), and EDC.HCl (69 mg) were added to this solution, and the mixture was stirred overnight. After the addition of ethyl acetate, the reaction mixture was washed with 3% NaHCO3, 1N HCl, and 5% N... Reactants: C(CCCCCCC)OC(C=O)=CN(C)C (2-octyloxy-3-dimethylaminoacrolein), Cl.Cl.[C@H]1(CC[C@H](CC1)C(=N)N)C(=N)N (transcyclohexane-1,4-diamidine dihydrochloride), [Na] (sodium). The solvent is C(C)O (ethanol), C(C)O (ethanol). The product is C(CCCCCCC)OC=1C=NC(=NC1)[C@@H]1CC[C@H](CC1)C1=NC=C(C=N1)OCCCCCCCC (trans-1,4-bis(5-octyloxypyrimidin-2-yl)cyclohexane). The yield is 18.4%. As a reaction SMILES: [CH2:1]([O:9][C:10](=[CH:13]N(C)C)[CH:11]=O)[CH2:2][CH2:3][CH2:4][CH2:5][CH2:6][CH2:7][CH3:8].Cl.Cl.[C@H:19]1([C:28]([NH2:30])=[NH:29])[CH2:24][CH2:23][C@H:22]([C:25]([NH2:27])=[NH:26])[CH2:21][CH2:20]1.[Na]>C(O)C>[CH2:1]([O:9][C:10]1[CH:11]=[N:26][C:25]([C@H:22]2[CH2:21][CH2:20][C@H:19]([C:28]3[N:30]=[CH:11][C:10]([O:9][CH2:1][CH2:2][CH2:3][CH2:4][CH2:5][CH2:6][CH2:7][CH3:8])=[CH:13][N:29]=3)[CH2:24][CH2:23]2)=[N:27][CH:13]=1)[CH2:2][CH2:3][CH2:4][CH2:5][CH2:6][CH2:7][CH3:8] |f:1.2.3,^1:30|. Procedure details: 2.27 g (9.96 mmol) of 2-octyloxy-3-dimethylaminoacrolein in 5 ml of ethanol and 1.0 g (4.15 mmol) of transcyclohexane-1,4-diamidine dihydrochloride are added dropwise at room temperature to 230 mg (9.96 mmol) of sodium, dissolved in 6.3 ml of ethanol, and the mixture is refluxed for 120 hours. After cooling, the reaction solution is adjusted to pH 3 using semiconcentrated HC1 and evaporated, and 30 ml of water are added to the residue. The aqueous solution is extracted several times with dichlor...